From a dataset of the Open Reaction Database (ORD), a public repository of structured organic reaction records. describe an organic reaction: reactants, conditions, products, and yield The reactants are CC(=O)O, O=C([O-])[O-], CC(=O)O, N=C(N)c1ccc(CNC(=O)c2cnn(Cc3ccccc3)c2)cc1, CCOC(=O)Cl, [K+], [K+], C1CCOC1, O. Yields the product CCOC(=O)N=C(N)c1ccc(CNC(=O)c2cnn(Cc3ccccc3)c2)cc1. Reaction SMILES: [C:1]([OH:2])(=[O:3])[CH3:4].[C:34](=[O:35])([O-:36])[O-:37].[C:5]([OH:6])(=[O:7])[CH3:8].[CH2:9]([c:10]1[cH:11][cH:12][cH:13][cH:14][cH:15]1)[n:16]1[n:17][cH:18][c:19]([C:21](=[O:22])[NH:23][CH2:24][c:25]2[cH:26][cH:27][c:28]([C:31]([NH2:32])=[NH:33])[cH:29][cH:30]2)[cH:20]1.[Cl:40][C:41](=[O:42])[O:43][CH2:44][CH3:45].[K+:38].[K+:39].[O:47]1[CH2:48][CH2:49][CH2:50][CH2:51]1.[OH2:46]>>[CH2:9]([c:10]1[cH:11][cH:12][cH:13][cH:14][cH:15]1)[n:16]1[n:17][cH:18][c:19]([C:21](=[O:22])[NH:23][CH2:24][c:25]2[cH:26][cH:27][c:28]([C:31](=[N:32][C:41](=[O:42])[O:43][CH2:44][CH3:45])[NH2:33])[cH:29][cH:30]2)[cH:20]1. Reactants: O=C(Cl)c1ccccc1, C1CCOC1, CC1(C)CNC(=O)C1Oc1ccc(C#N)c(C(F)(F)F)c1, CCOC(C)=O, [Cl-], [H-], [NH4+], [Na+]. The product is CC1(C)CN(C(=O)c2ccccc2)C(=O)C1Oc1ccc(C#N)c(C(F)(F)F)c1. RXN SMILES: [C:24]([c:25]1[cH:26][cH:27][cH:28][cH:29][cH:30]1)(=[O:31])[Cl:32].[CH2:35]1[O:36][CH2:37][CH2:38][CH2:39]1.[CH3:1][C:2]1([CH3:21])[CH:3]([O:8][c:9]2[cH:10][c:11]([C:17]([F:18])([F:19])[F:20])[c:12]([C:13]#[N:14])[cH:15][cH:16]2)[C:4](=[O:7])[NH:5][CH2:6]1.[CH3:40][CH2:41][O:42][C:43](=[O:44])[CH3:45].[Cl-:33].[H-:23].[NH4+:34].[Na+:22]>>[CH3:1][C:2]1([CH3:21])[CH:3]([O:8][c:9]2[cH:10][c:11]([C:17]([F:18])([F:19])[F:20])[c:12]([C:13]#[N:14])[cH:15][cH:16]2)[C:4](=[O:7])[N:5]([C:24]([c:25]2[cH:26][cH:27][cH:28][cH:29][cH:30]2)=[O:31])[CH2:6]1. Reactants: FC1=C(C=CC=C1)C1(CCN(C(O1)=O)C1=NC(=CC=C1)C1=CC=C(C=C1)F)CCO (6-(2-fluorophenyl)-3-(6-(4-fluorophenyl)pyridin-2-yl)-6-(2-hydroxyethyl)-1,3-oxazinan-2-one), OO (hydrogen peroxide). The solvent is C(C)(=O)O (acetic acid). Reaction conditions: temperature 80 celsius, time 5 hour. Product: FC1=CC=C(C=C1)C1=[N+](C(=CC=C1)N1C(OC(CC1)(CCO)C1=C(C=CC=C1)F)=O)[O-] (2-(4-fluorophenyl)-6-(6-(2-fluorophenyl)-6-(2-hydroxyethyl)-2-oxo-1,3-oxazinan-3-yl)pyridine 1-oxide). The yield is 11.0%. As a reaction SMILES: [F:1][C:2]1[CH:7]=[CH:6][CH:5]=[CH:4][C:3]=1[C:8]1([CH2:28][CH2:29][OH:30])[O:13][C:12](=[O:14])[N:11]([C:15]2[CH:20]=[CH:19][CH:18]=[C:17]([C:21]3[CH:26]=[CH:25][C:24]([F:27])=[CH:23][CH:22]=3)[N:16]=2)[CH2:10][CH2:9]1.[OH:31]O>C(O)(=O)C>[F:27][C:24]1[CH:23]=[CH:22][C:21]([C:17]2[CH:18]=[CH:19][CH:20]=[C:15]([N:11]3[CH2:10][CH2:9][C:8]([C:3]4[CH:4]=[CH:5][CH:6]=[CH:7][C:2]=4[F:1])([CH2:28][CH2:29][OH:30])[O:13][C:12]3=[O:14])[N+:16]=2[O-:31])=[CH:26][CH:25]=1. Procedure details: 6-(2-fluorophenyl)-3-(6-(4-fluorophenyl)pyridin-2-yl)-6-(2-hydroxyethyl)-1,3-oxazinan-2-one (680 mg, 1.66 mmol) was added to acetic acid (20 mL), 30% aq hydrogen peroxide (50 mL) was added at rt and the reaction mixture was stirred for about 5 h at 80° C. The mixture was extracted with CH2Cl2 and the organic phase washed with Na2SO3 solution, then dried over Na2SO4. Removal of the solvent gave the crude product, which was purified by HPLC and give 2-(4-fluorophenyl)-6-(6-(2-fluorophenyl)-6-(2-hy... Reaction conditions: temperature 30 celsius, time 18 hour. The reagents and catalysts are c1ccc(cc1)-c2c3ccccc3cc4ccccc24 (9-Phenylanthracene), CC(=O)O (AcOH), 5% Pd/C. As a reaction SMILES: [CH3:1][C:2]([N:13]([C:6](=[C:7]1[C:8]#[N:9])[CH:5]=[CH:4]2)[N:12](Cc3ccccc3)[C:10]1=[O:11])=[CH:3]2>>[CH3:1][C:2]([N:13]([C:6](=[C:7]1[CH2:8][NH2:9])[CH:5]=[CH:4]2)[NH:12][C:10]1=[O:11])=[CH:3]2. Starting materials: c1cc2n(c(c1)C)n(c(c2C#N)=O)Cc1ccccc1. The solvent is CO (MeOH). Product: CC1=CC=CC2=C(CN)C(=O)NN12. Reaction SMILES: [Cl:13][CH2:14][Cl:15].[O:16]=[Mn:17]=[O:18].[OH:1][CH2:2][c:3]1[n:4][cH:5][cH:6][c:7]([NH:9][C:10]([CH3:11])=[O:12])[cH:8]1>>[O:1]=[CH:2][c:3]1[n:4][cH:5][cH:6][c:7]([NH:9][C:10]([CH3:11])=[O:12])[cH:8]1. Yields the product CC(=O)Nc1ccnc(C=O)c1. Starting materials: ClCCl, O=[Mn]=O, CC(=O)Nc1ccnc(CO)c1. The reactants are CCOC(=O)CN1C(=O)CC2CCCCC21, CO, N. The product is NC(=O)CN1C(=O)CC2CCCCC21. Reaction SMILES: [CH2:1]([O:3][C:4](=[O:2])[CH2:5][N:6]1[C:7](=[O:15])[CH2:8][CH:9]2[CH2:10][CH2:11][CH2:12][CH2:13][CH:14]12)[CH3:16].[CH3:18][OH:19].[NH3:17]>>[O:3]=[C:4]([CH2:5][N:6]1[C:7](=[O:15])[CH2:8][CH:9]2[CH2:10][CH2:11][CH2:12][CH2:13][CH:14]12)[NH2:17].